Dataset: the Open Reaction Database (ORD), a public repository of structured organic reaction records. Task: describe an organic reaction: reactants, conditions, products, and yield Reactants: C1CCOC1, COC(=O)C(C)(C)CCOc1ccc(C(=O)N2c3ccccc3C(N(C(C)=O)c3ccc(Cl)cc3)CC2C)cc1F, CO, Cl, [Li+], [OH-]. Product: CC(=O)N(c1ccc(Cl)cc1)C1CC(C)N(C(=O)c2ccc(OCCC(C)(C)C(=O)O)c(F)c2)c2ccccc21. RXN SMILES: [CH2:47]1[O:48][CH2:49][CH2:50][CH2:51]1.[CH3:1][O:2][C:3]([C:4]([CH2:5][CH2:6][O:7][c:8]1[c:9]([F:38])[cH:10][c:11]([C:14](=[O:15])[N:16]2[CH:17]([CH3:37])[CH2:18][CH:19]([N:26]([c:27]3[cH:28][cH:29][c:30]([Cl:33])[cH:31][cH:32]3)[C:34]([CH3:35])=[O:36])[c:20]3[cH:21][cH:22][cH:23][cH:24][c:25]32)[cH:12][cH:13]1)([CH3:39])[CH3:40])=[O:41].[CH3:45][OH:46].[ClH:44].[Li+:42].[OH-:43]>>[O:2]=[C:3]([C:4]([CH2:5][CH2:6][O:7][c:8]1[c:9]([F:38])[cH:10][c:11]([C:14](=[O:15])[N:16]2[CH:17]([CH3:37])[CH2:18][CH:19]([N:26]([c:27]3[cH:28][cH:29][c:30]([Cl:33])[cH:31][cH:32]3)[C:34]([CH3:35])=[O:36])[c:20]3[cH:21][cH:22][cH:23][cH:24][c:25]32)[cH:12][cH:13]1)([CH3:39])[CH3:40])[OH:41]. Starting materials: O[C@@H]1C(C2CCC=3C4=CC[C@H]([C@@H](C=O)C)[C@]4(CCC3[C@]2(CC1)C)C)(C)C ((20S)-3β-hydroxy-4,4,20-trimethyl-pregna-8,14-dien-21-al), N1=C(N=CC=C1)N1CCNCC1 (N-(pyrimidin-2-yl)piperazine), C(C)(=O)O[BH-](OC(C)=O)OC(C)=O.[Na+] (sodium tris(acetoxy)borohydride). The product is N1=C(N=CC=C1)N1CCN(CC1)C[C@@H](C)[C@H]1CC=C2C=3CC[C@H]4C([C@H](CC[C@]4(C)C3CC[C@]12C)O)(C)C ((20S)-20-[(4-(pyrimidin-2-yl)piperazin-1-yl)methyl]-4,4-dimethyl-5α-pregna-8,14-dien-3β-ol). RXN SMILES: [OH:1][C@H:2]1[CH2:22][CH2:21][C@@:20]2([CH3:23])[CH:4]([CH2:5][CH2:6][C:7]3[C:8]4[C@:16]([CH3:24])([CH2:17][CH2:18][C:19]=32)[C@@H:11]([C@H:12]([CH3:15])[CH:13]=O)[CH2:10][CH:9]=4)[C:3]1([CH3:26])[CH3:25].[N:27]1[CH:32]=[CH:31][CH:30]=[N:29][C:28]=1[N:33]1[CH2:38][CH2:37][NH:36][CH2:35][CH2:34]1.C(O[BH-](OC(=O)C)OC(=O)C)(=O)C.[Na+]>>[N:27]1[CH:32]=[CH:31][CH:30]=[N:29][C:28]=1[N:33]1[CH2:38][CH2:37][N:36]([CH2:15][C@H:12]([C@@H:11]2[C@:16]3([CH3:24])[C:8]([C:7]4[CH2:6][CH2:5][C@@H:4]5[C@:20]([C:19]=4[CH2:18][CH2:17]3)([CH3:23])[CH2:21][CH2:22][C@H:2]([OH:1])[C:3]5([CH3:26])[CH3:25])=[CH:9][CH2:10]2)[CH3:13])[CH2:35][CH2:34]1 |f:2.3|. Reported procedure: (20S)-3β-hydroxy-4,4,20-trimethyl-pregna-8,14-dien-21-al was treated with N-(pyrimidin-2-yl)piperazine and sodium tris(acetoxy)borohydride as described in Example 1h). (20S)-20-[(4-(pyrimidin-2-yl)piperazin-1-yl)methyl]-4,4-dimethyl-5α-pregna-8,14-dien-3β-ol was isolated as a white solid. Starting materials: Br, COc1cc(CCNC(=O)C(=COC(F)F)c2ccc(C)cc2)ccc1OCc1ccccc1, CC(=O)O. Yields the product COc1cc(CCNC(=O)C(=COC(F)F)c2ccc(C)cc2)ccc1O. As a reaction SMILES: [BrH:35].[CH2:1]([c:2]1[cH:3][cH:4][cH:5][cH:6][cH:7]1)[O:8][c:9]1[c:10]([O:33][CH3:34])[cH:11][c:12]([CH2:15][CH2:16][NH:17][C:18]([C:19](=[CH:20][O:21][CH:22]([F:23])[F:24])[c:25]2[cH:26][cH:27][c:28]([CH3:31])[cH:29][cH:30]2)=[O:32])[cH:13][cH:14]1.[CH3:36][C:37](=[O:38])[OH:39]>>[OH:8][c:9]1[c:10]([O:33][CH3:34])[cH:11][c:12]([CH2:15][CH2:16][NH:17][C:18]([C:19](=[CH:20][O:21][CH:22]([F:23])[F:24])[c:25]2[cH:26][cH:27][c:28]([CH3:31])[cH:29][cH:30]2)=[O:32])[cH:13][cH:14]1. Starting materials: [Li]CCCC, CCCCC(C)CC(=O)OC(C)CC, CC(=O)O, CCCCCC, COP(C)(=O)OC, C1CCOC1. Yields the product CCCCC(C)CC(=O)CP(=O)(OC)OC. Reaction SMILES: [CH2:1]([Li:2])[CH2:3][CH2:4][CH3:5].[CH3:13][CH:14]([CH2:15][C:16](=[O:17])[O:18][CH:19]([CH2:20][CH3:21])[CH3:22])[CH2:23][CH2:24][CH2:25][CH3:26].[CH3:27][C:28](=[O:29])[OH:30].[CH3:31][CH2:32][CH2:33][CH2:34][CH2:35][CH3:36].[CH3:6][P:7]([O:8][CH3:9])([O:10][CH3:11])=[O:12].[O:37]1[CH2:38][CH2:39][CH2:40][CH2:41]1>>[CH2:6]([P:7]([O:8][CH3:9])([O:10][CH3:11])=[O:12])[C:16]([CH2:15][CH:14]([CH3:13])[CH2:23][CH2:24][CH2:25][CH3:26])=[O:17]. Reactants: Cl (hydrochloric acid), [OH-].[Na+] (Sodium hydroxide), C12C3(C4CC(CC(C1)C4)C2)OC2(OO3)CCC(CC2)CC(=O)[O-] (dispiro[cyclohexane-1,3′-[1,2,4]trioxolane-5′,2″-tricyclo[3.3.1.13,7]decan]-4-ylacetate). The solvent is O (water), C(C)O (ethanol). Conditions: temperature 50 celsius, time 4 hour. Product: C12C3(C4CC(CC(C1)C4)C2)OC2(OO3)CCC(CC2)CC(=O)O (dispiro[cyclohexane-1,3′-[1,2,4]trioxolane-5′,2″-tricyclo[3.3.1.13,7]decan]-4 ylacetic acid). As a reaction SMILES: [OH-].[Na+].[CH:3]12[CH2:12][CH:7]3[CH2:8][CH:9]([CH2:11][CH:5]([CH2:6]3)[C:4]31[O:16][O:15][C:14]1([CH2:21][CH2:20][CH:19]([CH2:22][C:23]([O-:25])=[O:24])[CH2:18][CH2:17]1)[O:13]3)[CH2:10]2.Cl>O.C(O)C>[CH:3]12[CH2:12][CH:7]3[CH2:8][CH:9]([CH2:11][CH:5]([CH2:6]3)[C:4]31[O:16][O:15][C:14]1([CH2:21][CH2:20][CH:19]([CH2:22][C:23]([OH:25])=[O:24])[CH2:18][CH2:17]1)[O:13]3)[CH2:10]2 |f:0.1|. Procedure: Sodium hydroxide (3.86 g, 96.57 mmol, 3 equiv.) in water (80 mL) was added to a solution of methyl (1 s, 4 s)-dispiro[cyclohexane-1,3′-[1,2,4]trioxolane-5′,2″-tricyclo[3.3.1.13,7]decan]-4-ylacetate (example 3) (10.83 g, 32.19 mmol, 1 equiv.) in 95% ethanol (150 mL). The mixture was stirred at 50° C. for about 4 h, cooled to 0° C., and treated with 1M hydrochloric acid (129 ml, 4 equiv). The precipitate was collected by filtration, washed with 50% aqueous ethanol (150 mL) and dried in vacuum at 4... Reactants: COc1ccccc1-c1cccc(-c2cccc(-c3ccccc3)n2)n1, Cl, [Na+], [OH-], O, c1ccncc1. The product is Oc1ccccc1-c1cccc(-c2cccc(-c3ccccc3)n2)n1. Reaction SMILES: [CH3:8][O:9][c:10]1[c:11](-[c:16]2[cH:17][cH:18][cH:19][c:20](-[c:22]3[n:23][c:24](-[c:28]4[cH:29][cH:30][cH:31][cH:32][cH:33]4)[cH:25][cH:26][cH:27]3)[n:21]2)[cH:12][cH:13][cH:14][cH:15]1.[ClH:1].[Na+:35].[OH-:34].[OH2:36].[cH:2]1[cH:3][cH:4][n:5][cH:6][cH:7]1>>[OH:9][c:10]1[c:11](-[c:16]2[cH:17][cH:18][cH:19][c:20](-[c:22]3[n:23][c:24](-[c:28]4[cH:29][cH:30][cH:31][cH:32][cH:33]4)[cH:25][cH:26][cH:27]3)[n:21]2)[cH:12][cH:13][cH:14][cH:15]1.